Dataset: the Open Reaction Database (ORD), a public repository of structured organic reaction records. Task: describe an organic reaction: reactants, conditions, products, and yield Starting materials: ClC=1C2=C(C(NC1)=O)C(=NN2C2=C(C=CC=C2F)F)C2=CC=C(C=C2)N2CCOCC2 (7-chloro-1-(2,6-difluorophenyl)-3-(4-(morpholin-4-yl)phenyl)-1,5-dihydro-4H-pyrazolo[4,3-c]pyridin-4-one), Cl (hydrochloric acid). Run in C(C)O (ethanol). Product: Cl.ClC=1C2=C(C(NC1)=O)C(=NN2C2=C(C=CC=C2F)F)C2=CC=C(C=C2)N2CCOCC2 (7-chloro-1-(2,6-difluorophenyl)-3-(4-(morpholin-4-yl)phenyl)-1,5-dihydro-4H-pyrazolo[4,3-c]pyridin-4-one hydrochloride). Isolated yield 151.5%. RXN SMILES: [Cl:1][C:2]1[C:3]2[N:11]([C:12]3[C:17]([F:18])=[CH:16][CH:15]=[CH:14][C:13]=3[F:19])[N:10]=[C:9]([C:20]3[CH:25]=[CH:24][C:23]([N:26]4[CH2:31][CH2:30][O:29][CH2:28][CH2:27]4)=[CH:22][CH:21]=3)[C:4]=2[C:5](=[O:8])[NH:6][CH:7]=1.Cl>C(O)C>[ClH:1].[Cl:1][C:2]1[C:3]2[N:11]([C:12]3[C:17]([F:18])=[CH:16][CH:15]=[CH:14][C:13]=3[F:19])[N:10]=[C:9]([C:20]3[CH:21]=[CH:22][C:23]([N:26]4[CH2:27][CH2:28][O:29][CH2:30][CH2:31]4)=[CH:24][CH:25]=3)[C:4]=2[C:5](=[O:8])[NH:6][CH:7]=1 |f:3.4|. Reported procedure: To a solution of 7-chloro-1-(2,6-difluorophenyl)-3-(4-(morpholin-4-yl)phenyl)-1,5-dihydro-4H-pyrazolo[4,3-c]pyridin-4-one (100 mg) obtained in Example 161 in ethanol (10 mL) was added 6M hydrochloric acid (0.102 mL) at room temperature, and the reaction mixture was concentrated. The residue was crystallized from ethanol to give the title compound (82 mg). Reactants: O=C1O[C@H](CN1C1=CC=C(C=C1)N1C(COCC1)=O)CN1C(C2=CC=CC=C2C1=O)=O (2-({(5S)-2-Oxo-3-[4-(3-oxo-4-morpholinyl)phenyl]-1,3-oxazolidin-5-yl}methyl)-1H-isoindole-1,3(2H)-dione), CN (methylamine), Cl (hydrochloric acid). Run in C(C)O (ethanol). Run at temperature 61.5 celsius, time 2 hour. Product: NC[C@H]1CN(C(O1)=O)C1=CC=C(C=C1)N1C(COCC1)=O (4-{4-[(5S)-5-(Aminomethyl)-2-oxo-1,3-oxazolidin-3-yl]phenyl}morpholin-3-one). RXN SMILES: [O:1]=[C:2]1[N:6]([C:7]2[CH:12]=[CH:11][C:10]([N:13]3[CH2:18][CH2:17][O:16][CH2:15][C:14]3=[O:19])=[CH:9][CH:8]=2)[CH2:5][C@H:4]([CH2:20][N:21]2C(=O)C3C(=CC=CC=3)C2=O)[O:3]1.CN.Cl>C(O)C>[NH2:21][CH2:20][C@@H:4]1[O:3][C:2](=[O:1])[N:6]([C:7]2[CH:12]=[CH:11][C:10]([N:13]3[CH2:18][CH2:17][O:16][CH2:15][C:14]3=[O:19])=[CH:9][CH:8]=2)[CH2:5]1. Procedure details: 1360 g of 2-({(5S)-2-oxo-3-[4-(3-oxo-4-morpholinyl)phenyl]-1,3-oxazolidin-5-yl}methyl)-1H-isoindole-1,3(2H)-dione (VI) are suspended in 10.2 l of ethanol at 22° C., and 1103 g of methylamine solution (40% strength in water) are added. The reaction mixture is then heated to 60 to 63° C., and the resulting solution is stirred at this temperature for 2 hours. After cooling to 55 to 60° C., a total of 2348 g of hydrochloric acid solution (20% strength in water) is added until the pH is 2.7, after wh... Starting materials: O=C1CCC2(CC1)OCCO2, COc1ccccc1N1CCN(C2CCC(=O)CC2)CC1, Fc1ccc2[nH]cc(C3=CCC4(CC3)OCCO4)c2c1. Product: COc1ccccc1N1CCN(C2CC=C(c3c[nH]c4ccc(F)cc34)CC2)CC1. Reaction SMILES: [CH2:21]1[O:22][C:23]2([CH2:24][CH2:25][C:26](=[O:27])[CH2:28][CH2:29]2)[O:30][CH2:31]1.[CH3:32][O:33][c:34]1[c:35]([N:40]2[CH2:41][CH2:42][N:43]([CH:46]3[CH2:47][CH2:48][C:49](=[O:50])[CH2:51][CH2:52]3)[CH2:44][CH2:45]2)[cH:36][cH:37][cH:38][cH:39]1.[O:1]1[CH2:4][CH2:3][O:2][C:5]12[CH2:6][CH:7]=[C:8]([c:11]1[cH:12][nH:13][c:14]3[cH:15][cH:16][c:17]([F:20])[cH:18][c:19]13)[CH2:9][CH2:10]2>>[CH:5]1([N:43]2[CH2:42][CH2:41][N:40]([c:35]3[c:34]([O:33][CH3:32])[cH:39][cH:38][cH:37][cH:36]3)[CH2:45][CH2:44]2)[CH2:6][CH:7]=[C:8]([c:11]2[cH:12][nH:13][c:14]3[cH:15][cH:16][c:17]([F:20])[cH:18][c:19]23)[CH2:9][CH2:10]1. The reactants are C([O-])(O)=O.[Na+] (sodium bicarbonate), [H][H] (Hydrogen), C(C1=CC=CC=C1)OC([C@H]1N(CCC1)C([C@@H](NS(=O)(=O)C1=CC=CC=C1)CO)=O)=O (N-benzenesulfonyl-L-seryl-L-proline benzylester), Cl (hydrochloric acid). The reagents and catalysts are [C].[Pd] (palladium-carbon). Run in C(C)(=O)OCC (ethyl acetate), O (water), O (water), CO (methanol). Yields the product C1(=CC=CC=C1)S(=O)(=O)N[C@@H](CO)C(=O)N1[C@H](C(=O)O)CCC1 (N-benzenesulfonyl-L-seryl-L-proline). Isolated yield 85.0%. As a reaction SMILES: C([O:8][C:9](=[O:30])[C@@H:10]1[CH2:14][CH2:13][CH2:12][N:11]1[C:15](=[O:29])[C@H:16]([CH2:27][OH:28])[NH:17][S:18]([C:21]1[CH:26]=[CH:25][CH:24]=[CH:23][CH:22]=1)(=[O:20])=[O:19])C1C=CC=CC=1.C(=O)(O)[O-].[Na+].[H][H].Cl>CO.[C].[Pd].O.C(OCC)(=O)C>[C:21]1([S:18]([NH:17][C@H:16]([C:15]([N:11]2[CH2:12][CH2:13][CH2:14][C@H:10]2[C:9]([OH:30])=[O:8])=[O:29])[CH2:27][OH:28])(=[O:19])=[O:20])[CH:22]=[CH:23][CH:24]=[CH:25][CH:26]=1 |f:1.2,6.7|. Reported procedure: N-benzenesulfonyl-L-seryl-L-proline benzylester (1.96 g, 4.5 mmole) was dissolved in methanol (40 ml), and water (5 ml) solution of sodium bicarbonate (0.42 g, 5 mmole) was added thereto. Hydrogen gas was passed through the solution in the presence of 5% palladium-carbon as a catalyst for 3 hours. The catalyst was removed by filtration, and the solvent was distilled off under reduced pressure. The residue thus obtained was dissolved in water (20 ml) and 1N aqueous hydrochloric acid (10 ml) was a...